Task: describe an organic reaction: reactants, conditions, products, and yield. Dataset: the Open Reaction Database (ORD), a public repository of structured organic reaction records Reactants: ClC1=C(CNC=2C=C(C#N)C=CC2[N+](=O)[O-])C=CC=C1 (3-[N-(2-chlorobenzyl)amino]-4-nitrobenznitrile), CO (methanol), [H][H] (hydrogen). The reagents and catalysts are [Pd] (palladium on carbon). The solvent is O1CCOCC1 (1,4-dioxane). Yields the product NC1=C(C=C(C#N)C=C1)NCC1=C(C=CC=C1)Cl (4-amino-3-[N-(2-chlorobenzyl)amino]benznitrile). Isolated yield 83.8%. RXN SMILES: [Cl:1][C:2]1[CH:20]=[CH:19][CH:18]=[CH:17][C:3]=1[CH2:4][NH:5][C:6]1[CH:7]=[C:8]([CH:11]=[CH:12][C:13]=1[N+:14]([O-])=O)[C:9]#[N:10].CO.[H][H]>[Pd].O1CCOCC1>[NH2:14][C:13]1[CH:12]=[CH:11][C:8]([C:9]#[N:10])=[CH:7][C:6]=1[NH:5][CH2:4][C:3]1[CH:17]=[CH:18][CH:19]=[CH:20][C:2]=1[Cl:1]. Reported procedure: Fifty milligrams of 10% palladium on carbon were added to a mixed solution of 261 mg of 3-[N-(2-chlorobenzyl)amino]-4-nitrobenznitrile, 15 ml of methanol and 3 ml of 1,4-dioxane to conduct the catalytic reduction in a hydrogen atmosphere at 3 atm. After the completion of the reaction, the reaction solution was filtered through celite, and the filtrate was distilled off under reduced pressure. The resulting solid material was washed with ether, and was collected through filtration to give 196 mg ... Reactants: Example II, S(O)(O)(=O)=O (sulfuric acid), C(C)(C)O (isopropyl alcohol), C1=CCCCC1 (cyclohexene), CC1=CC(C(CC1)CCO)(C)C (1,3,3-trimethyl-1-cyclohexene-4-ethanol). Solvent: O (water). The product is CC12OC(C(C(C1)(C)C)CC2)C (1,3,5,5-TETRAMETHYL-2-OXABICYCLO [2.2.2]OCTANE). As a reaction SMILES: S(=O)(=O)(O)O.[CH:6]([OH:9])([CH3:8])[CH3:7].CC1[CH2:16][CH2:15][CH:14]([CH2:17][CH2:18]O)[C:13](C)([CH3:20])[CH:12]=1.C1CCCCC=1>O>[CH3:7][C:6]12[CH2:18][CH2:17][CH:14]([C:13]([CH3:20])([CH3:12])[CH2:8]1)[CH:15]([CH3:16])[O:9]2. Procedure details: Into a 500 ml reaction flask equipped with reflux head, thermometer and stirrer is added 50 g of 40% sulfuric acid and 50 g of anhydrous isopropyl alcohol. The resulting mixture is heated to reflux and 1,3,3-trimethyl-1-cyclohexene-4-ethanol, prepared according to Example II (50 g) (fraction 2 according to Example II) is added slowly to the reaction mass while maintaining the temperature thereof at 86°-88° C. The addition takes place over a period of one hour. At the end of the addition of the c...